Dataset: the Open Reaction Database (ORD), a public repository of structured organic reaction records. Task: describe an organic reaction: reactants, conditions, products, and yield Starting materials: ClC(Cl)Cl, O=S(=O)(O)Cl, FC(F)(F)CC1(C(F)(F)F)Oc2ccccc2O1. The product is O=S(=O)(Cl)c1ccc2c(c1)OC(CC(F)(F)F)(C(F)(F)F)O2. RXN SMILES: [CH:24]([Cl:25])([Cl:26])[Cl:27].[Cl:19][S:20](=[O:21])(=[O:22])[OH:23].[F:1][C:2]([CH2:3][C:4]1([C:13]([F:14])([F:15])[F:16])[O:5][c:6]2[c:7]([cH:9][cH:10][cH:11][cH:12]2)[O:8]1)([F:17])[F:18]>>[F:1][C:2]([CH2:3][C:4]1([C:13]([F:14])([F:15])[F:16])[O:5][c:6]2[c:7]([cH:9][cH:10][c:11]([S:20]([Cl:19])(=[O:21])=[O:22])[cH:12]2)[O:8]1)([F:17])[F:18]. Starting materials: N[C@H](C(C(=O)O)O)C(C)C (3-(S)-amino-2-(R,S)-hydroxy-4-methylpentanoic acid), ClC(=O)OCC1=CC=CC=C1 (benzyl chloroformate). Solvent: [OH-].[Na+] (NaOH), O1CCOCC1 (dioxane), O (water), [OH-].[Na+] (NaOH). Run at time 8 hour. The product is C(C1=CC=CC=C1)OC(=O)N[C@H](C(C(=O)O)O)C(C)C (3-(S)-[(benzyloxycarbonyl)amino]-2-(R,S)-hydroxy-4-methylpentanoic acid). Yield: 92.0%. As a reaction SMILES: [NH2:1][C@@H:2]([CH:8]([CH3:10])[CH3:9])[CH:3]([OH:7])[C:4]([OH:6])=[O:5].Cl[C:12]([O:14][CH2:15][C:16]1[CH:21]=[CH:20][CH:19]=[CH:18][CH:17]=1)=[O:13]>[OH-].[Na+].O1CCOCC1.O>[CH2:15]([O:14][C:12]([NH:1][C@@H:2]([CH:8]([CH3:10])[CH3:9])[CH:3]([OH:7])[C:4]([OH:6])=[O:5])=[O:13])[C:16]1[CH:21]=[CH:20][CH:19]=[CH:18][CH:17]=1 |f:2.3|. Reported procedure: To a solution under an atmosphere of nitrogen containing 1.0 g (6.8 mmol) of 3-(S)-amino-2-(R,S)-hydroxy-4-methylpentanoic acid in 9.5 mL of 1N NaOH and 10 mL of dioxane was added 1.43 g (8.4 mmol) of benzyl chloroformate. The pH was maintained above pH 8 with 1N NaOH as needed. The reaction mixture was allowed to stir at room temperature overnight. The reaction was diluted with water and washed with ether. The aqueous layer was acidified with 1N HCl to pH=2 and extracted with ether (2×). The co... Reactants: C1=C(C=CC2=CC=C(C=C12)O)O (naphthalene-2,7-diol), C[Si](C)(C)Cl (trimethylsilyl chloride). Yields the product C[Si](OC1=CC2=CC(=CC=C2C=C1)O[Si](C)(C)C)(C)C (2,7-Bis(trimethylsilyloxy)naphthalene), oil. Yield: 99.0%. RXN SMILES: [CH:1]1[C:10]2[C:5](=[CH:6][CH:7]=[C:8]([OH:11])[CH:9]=2)[CH:4]=[CH:3][C:2]=1[OH:12].[CH3:13][Si:14](Cl)([CH3:16])[CH3:15]>>[CH3:13][Si:14]([CH3:16])([CH3:15])[O:12][C:2]1[CH:3]=[CH:4][C:5]2[C:10](=[CH:9][C:8]([O:11][Si:14]([CH3:16])([CH3:15])[CH3:13])=[CH:7][CH:6]=2)[CH:1]=1. Procedure details: 2,7-Bis(trimethylsilyloxy)naphthalene 5b was prepared from naphthalene-2,7-diol following the general procedure for the preparation of bis-silyl “BB” monomers, with substitution of tert-butyldimethylsilyl chloride with trimethylsilyl chloride. 5b was isolated as a yellow oil (13.1 g, 43.5 mmol, 99%): IR (neat) λmax 2958, 2856, 1630, 1604, 1507, 1460, 1427, 1365, 1250, 1211, 1151, 1110, 909, 833, 743, 697, 612, 489 cm−1; 1H NMR (400 MHz, CDCl3) δ 7.69 (d, J=8.9 Hz, 2H), 7.12 (d, J=2.3 Hz, 2H), 6.... Starting materials: COC=1C=C(C=CC1OC)CCNC (3,4-dimethoxy-N-methylbenzeneethanamine), ClCCCOC1=CC=C(C=C1)[N+](=O)[O-] (1-(3-chloropropoxy)-4-nitrobenzene). The solvent is C(C)#N (acetonitrile). The product is COC=1C=C(C=CC1OC)CCN(C)CCCOC1=CC=C(C=C1)[N+](=O)[O-] (3,4-Dimethoxy-N-[3-(4-nitrophenoxy)propyl]-N-methylbenzeneethanamine). Reaction SMILES: [CH3:1][O:2][C:3]1[CH:4]=[C:5]([CH2:11][CH2:12][NH:13][CH3:14])[CH:6]=[CH:7][C:8]=1[O:9][CH3:10].Cl[CH2:16][CH2:17][CH2:18][O:19][C:20]1[CH:25]=[CH:24][C:23]([N+:26]([O-:28])=[O:27])=[CH:22][CH:21]=1>C(#N)C>[CH3:1][O:2][C:3]1[CH:4]=[C:5]([CH2:11][CH2:12][N:13]([CH2:16][CH2:17][CH2:18][O:19][C:20]2[CH:25]=[CH:24][C:23]([N+:26]([O-:28])=[O:27])=[CH:22][CH:21]=2)[CH3:14])[CH:6]=[CH:7][C:8]=1[O:9][CH3:10]. Procedure details: In a manner similar to Preparation 56 react 3,4-dimethoxy-N-methylbenzeneethanamine with 1-(3-chloropropoxy)-4-nitrobenzene in acetonitrile to obtain the title compound. Starting materials: CC(=O)[O-], CC(=O)OO, c1ccc([Sn+](c2ccccc2)c2ccccc2)cc1. The product is CC(=O)Oc1ccccc1. Reaction SMILES: [C:1]([CH3:2])(=[O:3])[O-:4].[C:24]([O:25][OH:26])(=[O:27])[CH3:28].[c:5]1([Sn+:11]([c:12]2[cH:13][cH:14][cH:15][cH:16][cH:17]2)[c:18]2[cH:19][cH:20][cH:21][cH:22][cH:23]2)[cH:6][cH:7][cH:8][cH:9][cH:10]1>>[C:1]([CH3:2])(=[O:3])[O:4][c:5]1[cH:6][cH:7][cH:8][cH:9][cH:10]1. The reactants are BrC=1C=NC=C(C1)Br (3,5-dibromopyridine), COC1=CC=C(C=C1)N (p-anisidine), (R)-(+)-2,2′-bis(diphenyl-phosphino)-1,1′-binapthyl, CC(C)([O-])C.[Na+] (sodium tert-butoxide). Reagents/catalysts: C=1C=CC(=CC1)/C=C/C(=O)/C=C/C2=CC=CC=C2.C=1C=CC(=CC1)/C=C/C(=O)/C=C/C2=CC=CC=C2.C=1C=CC(=CC1)/C=C/C(=O)/C=C/C2=CC=CC=C2.[Pd].[Pd] (Pd2(dba)3). The solvent is C1(=CC=CC=C1)C (toluene), C(C)OCC (diethyl ether). Run at temperature 70 celsius. The product is BrC=1C=NC=C(C1)NC1=CC=C(C=C1)OC (3-Bromo-5-(p-methoxyphenylamino)pyridine). As a reaction SMILES: Br[C:2]1[CH:3]=[N:4][CH:5]=[C:6]([Br:8])[CH:7]=1.[CH3:9][O:10][C:11]1[CH:16]=[CH:15][C:14]([NH2:17])=[CH:13][CH:12]=1.CC(C)([O-])C.[Na+]>C1(C)C=CC=CC=1.C(OCC)C.C1C=CC(/C=C/C(/C=C/C2C=CC=CC=2)=O)=CC=1.C1C=CC(/C=C/C(/C=C/C2C=CC=CC=2)=O)=CC=1.C1C=CC(/C=C/C(/C=C/C2C=CC=CC=2)=O)=CC=1.[Pd].[Pd]>[Br:8][C:6]1[CH:5]=[N:4][CH:3]=[C:2]([NH:17][C:14]2[CH:15]=[CH:16][C:11]([O:10][CH3:9])=[CH:12][CH:13]=2)[CH:7]=1 |f:2.3,6.7.8.9.10|. Procedure details: A mixture of 3,5-dibromopyridine (1.5 g, 6.3 mmol), p-anisidine (0.94 g, 7.60 mmol), (R)-(+)-2,2′-bis(diphenyl-phosphino)-1,1′-binapthyl (0.16 g, 0.25 mmol) and sodium tert-butoxide (0.85 g, 8.86 mmol) in toluene (15 ml) is deoxygenated using argon before adding Pd2(dba)3 (0.116 g, 0.13 mmol) and heating the mixture at 70° C. for 16 hours. The mixture is diluted with diethyl ether, washed with brine, dried over Na2SO4 and concentrated. The residue is chromatographed on silicagel to afford the pr... Starting materials: benzyloxy, C(C1=CC=CC=C1)(=O)OC[C@]1(O[C@H]([C@@H]2OC(O[C@@H]21)(C)C)N2C(NC(C=C2)=O)=O)F (((3aS,4S,6R,6aR)-6-(2,4-dioxo-3,4-dihydropyrimidin-1(2H)-yl)-4-fluoro-2,2-dimethyltetrahydrofuro[3,4-d][1,3]dioxol-4-yl)methyl benzoate), CCOC(=O)C (EtOAc). The solvent is C(=O)O (formic acid), O (water). Reaction conditions: time 3 hour. Product: C(C1=CC=CC=C1)(=O)OC[C@]1(O[C@H]([C@@H]([C@@H]1O)O)N1C(NC(C=C1)=O)=O)F (((2S,3S,4R,5R)-5-(2,4-dioxo-3,4-dihydropyrimidin-1(2H)-yl)-2-fluoro-3,4-dihydroxytetrahydrofuran-2-yl)methyl benzoate). Isolated yield 83.0%. RXN SMILES: [C:1]([O:9][CH2:10][C@:11]1([F:29])[C@@H:18]2[C@@H:14]([O:15]C(C)(C)[O:17]2)[C@H:13]([N:21]2[CH:26]=[CH:25][C:24](=[O:27])[NH:23][C:22]2=[O:28])[O:12]1)(=[O:8])[C:2]1[CH:7]=[CH:6][CH:5]=[CH:4][CH:3]=1.CCOC(C)=O>C(O)=O.O>[C:1]([O:9][CH2:10][C@:11]1([F:29])[C@@H:18]([OH:17])[C@@H:14]([OH:15])[C@H:13]([N:21]2[CH:26]=[CH:25][C:24](=[O:27])[NH:23][C:22]2=[O:28])[O:12]1)(=[O:8])[C:2]1[CH:3]=[CH:4][CH:5]=[CH:6][CH:7]=1. Procedure: The benzyloxy protected fluoro nucleoside (A2, 3.0 g, 8.25 mmol) was dissolved in formic acid (95%, 30 mL) to which water (3 mL) was added. The mixture was stirred at room temperature and was followed by tlc (silica gel, 100% EtOAc). The reaction was shown to be complete in 3 hours. The reaction mixture was concentrated by rotary evaporation keeping the bath temperature <30° C. The crude product was purified by CombiFlash® column chromatography (Silica gel; 0 to 100% EtOAc:Heptane) providing the...